The task is: describe an organic reaction: reactants, conditions, products, and yield. This data is from the Open Reaction Database (ORD), a public repository of structured organic reaction records. Reactants: crude product, C(C1=CC=CC=C1)(C1=CC=CC=C1)N1CC2(C1)OCC(NC2)=O (2-benzhydryl-5-oxa-2,8-diazaspiro[3.5]nonan-7-one). The solvent is CCCC(C)C (iso-hexane), C1CCOC1 (THF), C1CCOC1 (THF). Product: C(C1=CC=CC=C1)(C1=CC=CC=C1)N1CC2(C1)OCCNC2 (2-benzhydryl-5-oxa-2,8-diazaspiro[3.5]nonane). As a reaction SMILES: [CH:1]([N:14]1[CH2:17][C:16]2([CH2:22][NH:21][C:20](=O)[CH2:19][O:18]2)[CH2:15]1)([C:8]1[CH:13]=[CH:12][CH:11]=[CH:10][CH:9]=1)[C:2]1[CH:7]=[CH:6][CH:5]=[CH:4][CH:3]=1>C1COCC1.CCCC(C)C>[CH:1]([N:14]1[CH2:17][C:16]2([CH2:22][NH:21][CH2:20][CH2:19][O:18]2)[CH2:15]1)([C:2]1[CH:3]=[CH:4][CH:5]=[CH:6][CH:7]=1)[C:8]1[CH:9]=[CH:10][CH:11]=[CH:12][CH:13]=1. Procedure: Borane-methyl sulfide complex in THF (13.38 mL) was added in one portion to 2-benzhydryl-5-oxa-2,8-diazaspiro[3.5]nonan-7-one (2.5 g) (WO2009098448, example 33, step e) in THF (50 mL) at room temperature under argon. The resulting solution was stirred at reflux for 90 minutes. The reaction was cooled to room temperature then the reaction mixture was quenched with methanol (50.0 mL). N,N′-Dimethylethylenediamine (5.18 mL) was added and the reaction mixture allowed to stir at room temperature for ...